From a dataset of the Open Reaction Database (ORD), a public repository of structured organic reaction records. describe an organic reaction: reactants, conditions, products, and yield Reactants: O=C1c2ccccc2C(=O)N1CCCN1CC2Cc3ccccc3CC2C1, CCO, NN. The product is NCCCN1CC2Cc3ccccc3CC2C1. Reaction SMILES: [C:3]1(=[O:4])[N:7]([CH2:8][CH2:9][CH2:10][N:11]2[CH2:12][CH:13]3[CH2:14][c:15]4[c:16]([cH:20][cH:21][cH:22][cH:23]4)[CH2:17][CH:18]3[CH2:19]2)[C:5](=[O:6])[c:24]2[cH:25][cH:26][cH:27][cH:28][c:29]21.[CH3:30][CH2:31][OH:32].[NH2:1][NH2:2]>>[NH2:7][CH2:8][CH2:9][CH2:10][N:11]1[CH2:12][CH:13]2[CH2:14][c:15]3[c:16]([cH:20][cH:21][cH:22][cH:23]3)[CH2:17][CH:18]2[CH2:19]1. The reactants are C=CCN(C(=O)OCc1ccccc1)c1cnc2n(c1=O)C(C(=O)NCc1ccc(C(=N)NC(=O)OCc3ccccc3)cc1)CC2(C)CC(=O)O, C1CCNCC1. Product: C=CCN(C(=O)OCc1ccccc1)c1cnc2n(c1=O)C(C(=O)NCc1ccc(C(=N)NC(=O)OCc3ccccc3)cc1)CC2(C)CC(=O)N1CCCCC1. As a reaction SMILES: [CH2:1]([CH:2]=[CH2:3])[N:4]([c:5]1[cH:6][n:7][c:8]2[n:9]([c:10]1=[O:11])[CH:12]([C:20]([NH:21][CH2:22][c:23]1[cH:24][cH:25][c:26]([C:29](=[NH:30])[NH:31][C:32](=[O:33])[O:34][CH2:35][c:36]3[cH:37][cH:38][cH:39][cH:40][cH:41]3)[cH:27][cH:28]1)=[O:42])[CH2:13][C:14]2([CH3:15])[CH2:16][C:17](=[O:18])[OH:19])[C:43](=[O:44])[O:45][CH2:46][c:47]1[cH:48][cH:49][cH:50][cH:51][cH:52]1.[CH2:53]1[CH2:54][CH2:55][NH:56][CH2:57][CH2:58]1>>[CH2:1]([CH:2]=[CH2:3])[N:4]([c:5]1[cH:6][n:7][c:8]2[n:9]([c:10]1=[O:11])[CH:12]([C:20]([NH:21][CH2:22][c:23]1[cH:24][cH:25][c:26]([C:29](=[NH:30])[NH:31][C:32](=[O:33])[O:34][CH2:35][c:36]3[cH:37][cH:38][cH:39][cH:40][cH:41]3)[cH:27][cH:28]1)=[O:42])[CH2:13][C:14]2([CH3:15])[CH2:16][C:17](=[O:18])[N:56]1[CH2:55][CH2:54][CH2:53][CH2:58][CH2:57]1)[C:43](=[O:44])[O:45][CH2:46][c:47]1[cH:48][cH:49][cH:50][cH:51][cH:52]1.